From a dataset of the Open Reaction Database (ORD), a public repository of structured organic reaction records. describe an organic reaction: reactants, conditions, products, and yield Starting materials: C(C)(C)(C)OC(=O)N1CCN(CC1)C(C1=CC=C(C=C1)CN(CC=1NC=CN1)CC=1NC=CN1)=O (4-(4-{[bis-(1H-imidazol-2-ylmethyl)-amino]-methyl}-benzoyl)-piperazin-1-carboxylic acid t-butyl ester), Cl.O1CCOCC1 (hydrogen chloride dioxane). The solvent is CO (methanol). Run at time 1 hour. Yields the product N1C(=NC=C1)CN(CC=1NC=CN1)CC1=CC=C(C=C1)C(=O)N1CCNCC1 ((4-{[bis-(1H-imidazol-2-ylmethyl)-amino]-methyl}-phenyl)-piperazin-1-yl-methanone). Yield: 55.2%. As a reaction SMILES: C(OC([N:8]1[CH2:13][CH2:12][N:11]([C:14](=[O:35])[C:15]2[CH:20]=[CH:19][C:18]([CH2:21][N:22]([CH2:29][C:30]3[NH:31][CH:32]=[CH:33][N:34]=3)[CH2:23][C:24]3[NH:25][CH:26]=[CH:27][N:28]=3)=[CH:17][CH:16]=2)[CH2:10][CH2:9]1)=O)(C)(C)C.Cl.O1CCOCC1>CO>[NH:25]1[CH:26]=[CH:27][N:28]=[C:24]1[CH2:23][N:22]([CH2:21][C:18]1[CH:17]=[CH:16][C:15]([C:14]([N:11]2[CH2:10][CH2:9][NH:8][CH2:13][CH2:12]2)=[O:35])=[CH:20][CH:19]=1)[CH2:29][C:30]1[NH:34][CH:33]=[CH:32][N:31]=1 |f:1.2|. Procedure details: The compound (111 mg) obtained in Example 32-1 was dissolved in anhydrous methanol (1.0 ml) and then added with a 4 mol/l hydrogen chloride/dioxane solution (3.0 ml) and stirred at room temperature for 1 hour. After completion of the reaction, the solvent was distilled off and the residue was added with a 1 mol/l sodium hydroxide aqueous solution, followed by washing with dichloromethane. The aqueous layer was evaporated to dryness, followed by distilling azeotropically with chloroform. Conseque... Yields the product C1(=CC=CC=C1)N1NC(=C(C1=O)C(C)=O)C (1-phenyl-3-methyl-4-acetyl-pyrazol-5-one). RXN SMILES: [C:1]1([N:7]2[C:11](=[O:12])[CH:10]=[C:9]([CH3:13])[NH:8]2)[CH:6]=[CH:5][CH:4]=[CH:3][CH:2]=1.C1(C)C=CC(S(O)(=O)=O)=CC=1.[C:25](OC(=O)C)(=[O:27])[CH3:26]>>[C:1]1([N:7]2[C:11](=[O:12])[C:10]([C:25](=[O:27])[CH3:26])=[C:9]([CH3:13])[NH:8]2)[CH:6]=[CH:5][CH:4]=[CH:3][CH:2]=1. Reactants: C1(=CC=CC=C1)N1NC(=CC1=O)C (1-phenyl-3-methyl-pyrazol-5-one), C1(=CC=C(C=C1)S(=O)(=O)O)C (p-toluenesulphonic acid), C(C)(=O)OC(C)=O (acetic anhydride). Procedure details: 174 g of 1-phenyl-3-methyl-pyrazol-5-one in 700 ml of acetic anhydride, with the addition of 6 g of p-toluenesulphonic acid, are heated to the boil under reflux for 6 hours. The solvent is then distilled off under a water-pump vacuum, the residue is dissolved hot in 2 l of 5% strength sodium hydroxide solution, the solution is clarified with 8 g of active charcoal, the filtrate is acidified with hydrochloric acid at room temperature and the crystalline precipitate is filtered off, washed with wa... Reactants: C(C1=CC=CC=C1)OC(=O)N[C@H](C(=O)NN1C(=C(C=C1)Br)C(=O)OC)C ((S)-methyl 1-(2-(benzyloxycarbonylamino)propanamido)-3-bromo-1H-pyrrole-2-carboxylate), FC=1C=C(C=NC1)N (5-fluoropyridin-3-amine), 44a. Yields the product BrC1=C(N(C=C1)NC([C@H](C)NC(OCC1=CC=CC=C1)=O)=O)C(NC=1C=NC=C(C1)F)=O ((S)-Benzyl 1-(3-bromo-2-(5-fluoropyridin-3-ylcarbamoyl)-1H-pyrrol-1-ylamino)-1-oxopropan-2-ylcarbamate). Yield: 69.6%. RXN SMILES: [CH2:1]([O:8][C:9]([NH:11][C@@H:12]([CH3:26])[C:13]([NH:15][N:16]1[CH:20]=[CH:19][C:18]([Br:21])=[C:17]1[C:22]([O:24]C)=O)=[O:14])=[O:10])[C:2]1[CH:7]=[CH:6][CH:5]=[CH:4][CH:3]=1.[F:27][C:28]1[CH:29]=[C:30]([NH2:34])[CH:31]=[N:32][CH:33]=1>>[Br:21][C:18]1[CH:19]=[CH:20][N:16]([NH:15][C:13](=[O:14])[C@@H:12]([NH:11][C:9](=[O:10])[O:8][CH2:1][C:2]2[CH:3]=[CH:4][CH:5]=[CH:6][CH:7]=2)[CH3:26])[C:17]=1[C:22](=[O:24])[NH:34][C:30]1[CH:31]=[N:32][CH:33]=[C:28]([F:27])[CH:29]=1. Procedure: The title compound was prepared from (S)-methyl 1-(2-(benzyloxycarbonylamino)propanamido)-3-bromo-1H-pyrrole-2-carboxylate (2.00 g, 4.7 mmol) and 5-fluoropyridin-3-amine (4.23 g, 37.6 mmol) following the experimental procedure described in Preparation 44a. 1.65 g (69% yield) of the desired compound were obtained.